This data is from the Open Reaction Database (ORD), a public repository of structured organic reaction records. The task is: describe an organic reaction: reactants, conditions, products, and yield The reactants are C(C)(C)(C)P(C(C)(C)C)C(C)(C)C (tri-tert-butylphosphine), C(C)(C)N(CC)C(C)C (diisopropylethylamine), COC(C1=C(C=CC(=C1)Br)F)=O (5-bromo-2-fluorobenzoic acid methyl ester), C(#C)C=1C=NC=C(C#N)C1 (5-ethynylnicotinonitrile), dichloro(benzonitrile)palladium (II). Reagents/catalysts: [Cu]I (copper (I) iodide). The solvent is O1CCOCC1 (1,4-dioxane), O1CCOCC1 (1,4-dioxane), O1CCOCC1 (1,4-dioxane). Conditions: time 2 hour. Yields the product COC(C1=C(C=CC(=C1)C#CC=1C=NC=C(C1)C#N)F)=O (5-(5-Cyanopyridin-3-ylethynyl)-2-fluorobenzoic acid methyl ester). Yield: 44.1%. RXN SMILES: C(P(C(C)(C)C)C(C)(C)C)(C)(C)C.C(N(C(C)C)CC)(C)C.[CH3:23][O:24][C:25](=[O:34])[C:26]1[CH:31]=[C:30](Br)[CH:29]=[CH:28][C:27]=1[F:33].[C:35]([C:37]1[CH:38]=[N:39][CH:40]=[C:41]([CH:44]=1)[C:42]#[N:43])#[CH:36]>O1CCOCC1.[Cu]I>[CH3:23][O:24][C:25](=[O:34])[C:26]1[CH:31]=[C:30]([C:36]#[C:35][C:37]2[CH:38]=[N:39][CH:40]=[C:41]([C:42]#[N:43])[CH:44]=2)[CH:29]=[CH:28][C:27]=1[F:33]. Reported procedure: Sequentially add tri-tert-butylphosphine (88 mg, 0.437 mmol) in anhydrous 1,4-dioxane (1 mL), diisopropylethylamine (1.5 mL, 8.74 mmol), 5-bromo-2-fluorobenzoic acid methyl ester, (prepared as described in PREPARATION 42), (1.69 g, 7.28 mmol) and a solution of 5-ethynylnicotinonitrile, (prepared as described in PREPARATION 4), (0.93 g, 7.28 mmol) in anhydrous 1,4-dioxane (4 mL), to a stirring mixture of dichloro(benzonitrile)palladium (II) (84 mg, 0.218 mmol) and copper (I) iodide (28 mg, 0.146 ... Product: CCOC(=O)C(Br)c1cccnc1. Starting materials: O=C1CCC(=O)N1Br, C1CCOC1, C[Si](C)(C)[N-][Si](C)(C)C, C[Si](C)(C)Cl, [Li+], O, CCOC(=O)Cc1cccnc1. RXN SMILES: [Br:28][N:29]1[C:30](=[O:31])[CH2:32][CH2:33][C:34]1=[O:35].[CH2:36]1[O:37][CH2:38][CH2:39][CH2:40]1.[CH3:13][Si:14]([N-:15][Si:16]([CH3:17])([CH3:18])[CH3:19])([CH3:20])[CH3:21].[Cl:23][Si:24]([CH3:25])([CH3:26])[CH3:27].[Li+:22].[OH2:41].[n:1]1[cH:2][c:3]([CH2:7][C:8](=[O:9])[O:10][CH2:11][CH3:12])[cH:4][cH:5][cH:6]1>>[n:1]1[cH:2][c:3]([CH:7]([C:8](=[O:9])[O:10][CH2:11][CH3:12])[Br:28])[cH:4][cH:5][cH:6]1.